From a dataset of the Open Reaction Database (ORD), a public repository of structured organic reaction records. describe an organic reaction: reactants, conditions, products, and yield The reactants are C, CO, CC(C)(C)OC(=O)Nc1cc(Oc2ccc([N+](=O)[O-])nc2)ccc1F, [Pd]. Yields the product CC(C)(C)OC(=O)Nc1cc(Oc2ccc(N)nc2)ccc1F. RXN SMILES: [C:28].[CH3:26][OH:27].[F:1][c:2]1[c:3]([NH:18][C:19]([O:20][C:21]([CH3:22])([CH3:23])[CH3:24])=[O:25])[cH:4][c:5]([O:8][c:9]2[cH:10][n:11][c:12]([N+:15]([O-:16])=[O:17])[cH:13][cH:14]2)[cH:6][cH:7]1.[Pd:29]>>[F:1][c:2]1[c:3]([NH:18][C:19]([O:20][C:21]([CH3:22])([CH3:23])[CH3:24])=[O:25])[cH:4][c:5]([O:8][c:9]2[cH:10][n:11][c:12]([NH2:15])[cH:13][cH:14]2)[cH:6][cH:7]1. Reactants: ClC1=CC(=C(OC2=C(C=O)C=C(C=C2)OC)C=C1)[N+](=O)[O-] (2-(4-chloro-2-nitrophenoxy)-5-methoxybenzaldehyde), [H][H] (hydrogen). The reagents and catalysts are [Ni] (Raney nickel). The solvent is O1CCCC1 (tetrahydrofuran). The product is ClC1=CC2=C(OC3=C(CN2)C=C(C=C3)OC)C=C1 (8-chloro-10,11-dihydro-2-methoxydibenz-[b,f][1,4]oxazepine). Yield: 48.9%. Reaction SMILES: [Cl:1][C:2]1[CH:18]=[CH:17][C:5]([O:6][C:7]2[CH:14]=[CH:13][C:12]([O:15][CH3:16])=[CH:11][C:8]=2[CH:9]=O)=[C:4]([N+:19]([O-])=O)[CH:3]=1.[H][H]>O1CCCC1.[Ni]>[Cl:1][C:2]1[CH:18]=[CH:17][C:5]2[O:6][C:7]3[CH:14]=[CH:13][C:12]([O:15][CH3:16])=[CH:11][C:8]=3[CH2:9][NH:19][C:4]=2[CH:3]=1. Procedure: 5.00 g of 2-(4-chloro-2-nitrophenoxy)-5-methoxybenzaldehyde, prepared as described above in Example 1, in 50 mL of tetrahydrofuran (THF) was shaken in a Parr hydrogenator at 5 psi hydrogen with Raney nickel at 25° C. for 5 hours. The catalyst was filtered from the reaction and the solution evaporated in vacuo. The crude product was purified by column chromatography in the manner described by Still et al., "A Rapid Chromatographic Technique for Preparative Separations with Moderate Resolution," J...